From a dataset of the Open Reaction Database (ORD), a public repository of structured organic reaction records. describe an organic reaction: reactants, conditions, products, and yield The reactants are C(C)OC(CC1CCC(CC1)C1=CC=C(C=C1)C(CBr)=O)=O ({4-[4-(2-bromoacetyl)-phenyl]cyclohexyl}-acetic acid ethyl ester), COC=1C=C(C=CC1)NC(=S)N (3-methoxyphenylthiourea), C(=O)([O-])[O-].[Na+].[Na+] (Na2CO3). The solvent is CCO.C1CCOC1 (EtOH THF). Reaction conditions: temperature 50 celsius, time 3 hour. The product is C(C)OC(CC1CCC(CC1)C1=CC=C(C=C1)C=1N=C(SC1)NC1=CC(=CC=C1)OC)=O ((4-{4-[2-(3-Methoxyphenylamino)-thiazol-4-yl]-phenyl}-cyclohexyl)-acetic acid ethyl ester). As a reaction SMILES: [CH2:1]([O:3][C:4](=[O:22])[CH2:5][CH:6]1[CH2:11][CH2:10][CH:9]([C:12]2[CH:17]=[CH:16][C:15]([C:18](=O)[CH2:19]Br)=[CH:14][CH:13]=2)[CH2:8][CH2:7]1)[CH3:2].[CH3:23][O:24][C:25]1[CH:26]=[C:27]([NH:31][C:32]([NH2:34])=[S:33])[CH:28]=[CH:29][CH:30]=1.C([O-])([O-])=O.[Na+].[Na+]>CCO.C1COCC1>[CH2:1]([O:3][C:4](=[O:22])[CH2:5][CH:6]1[CH2:11][CH2:10][CH:9]([C:12]2[CH:17]=[CH:16][C:15]([C:18]3[N:34]=[C:32]([NH:31][C:27]4[CH:28]=[CH:29][CH:30]=[C:25]([O:24][CH3:23])[CH:26]=4)[S:33][CH:19]=3)=[CH:14][CH:13]=2)[CH2:8][CH2:7]1)[CH3:2] |f:2.3.4,5.6|. Procedure: To a solution of {4-[4-(2-bromoacetyl)-phenyl]cyclohexyl}-acetic acid ethyl ester (100 mg, 0.272 mmol) in EtOH/THF (4:1 v/v, 5 mL) is added 3-methoxyphenylthiourea (99.6 mg, 0.272 mmol) and Na2CO3 (58 mg, 0.545 mmol). The reaction mixture is allowed to stir at 50° C. for 3 h. The reaction mixture is used directly in the next step: (M+H)+ 451.1. Reactants: C([O-])([O-])=O.[K+].[K+] (potassium carbonate), C([O-])([O-])=O.[K+].[K+] (potassium carbonate), C(C)(=O)OCCCNC1=C(C=2N(C(=C1C)C)N=NN2)NC(COCC)=O (3-({8-[(ethoxyacetyl)amino]-5,6-dimethyltetraazolo[1,5-a]pyridin-7-yl}amino)propyl acetate), C([O-])([O-])=O.[K+].[K+] (potassium carbonate). The solvent is C(C)O.O (ethanol water). Run at temperature 80 celsius, time 3 day. Yields the product C(C)OCC=1N(C2=C(C=3N(C(=C2C)C)N=NN3)N1)CCCO (3-[8-(ethoxyrnethyl)-5,6-dimethyl-7H-imidazo[4,5-c]tetraazolo[1,5-a]pyridin-7-yl]propan-1-ol). Reaction SMILES: C(=O)([O-])[O-].[K+].[K+].C([O:10][CH2:11][CH2:12][CH2:13][NH:14][C:15]1[C:20]([CH3:21])=[C:19]([CH3:22])[N:18]2[N:23]=[N:24][N:25]=[C:17]2[C:16]=1[NH:26][C:27](=O)[CH2:28][O:29][CH2:30][CH3:31])(=O)C>C(O)C.O>[CH2:30]([O:29][CH2:28][C:27]1[N:14]([CH2:13][CH2:12][CH2:11][OH:10])[C:15]2[C:20]([CH3:21])=[C:19]([CH3:22])[N:18]3[N:23]=[N:24][N:25]=[C:17]3[C:16]=2[N:26]=1)[CH3:31] |f:0.1.2,4.5|. Procedure details: A solution of 6 M potassium carbonate (0.9 mL, 5.2 mmmol) was added to a solution of crude 3-({8-[(ethoxyacetyl)amino]-5,6-dimethyltetraazolo[1,5-a]pyridin-7-yl}amino)propyl acetate from Part C in 3:1 ethanol/water (12 mL) at room temperature. The solution was stirred for 3 days, then was heated to 80° C. More 6 M potassium carbonate (3 mL) was added after 1 day. After another day, 6 M potassium carbonate (5 mL) was added again. The temperature was increased to 85° C. and stirring was continued ... The reactants are ClC1=C2NC(N(C2=NC(=N1)NC=1C=C(C#N)C=CC1[N+](=O)[O-])C1CCOCC1)=O (3-(6-chloro-8-oxo-9-(tetrahydro-2H-pyran-4-yl)-8,9-dihydro-7H-purin-2-ylamino)-4-nitrobenzonitrile), [S] (sulfur). The solvent is C(C)(=O)OCC (ethyl acetate). Conditions: time 18 hour. Product: NC1=C(C=C(C#N)C=C1)NC1=NC(=C2NC(N(C2=N1)C1CCOCC1)=O)Cl (4-amino-3-(6-chloro-8-oxo-9-(tetrahydro-2H-pyran-4-yl)-8,9-dihydro-7H-purin-2-ylamino)benzonitrile). Yield: 86.0%. RXN SMILES: [Cl:1][C:2]1[N:10]=[C:9]([NH:11][C:12]2[CH:13]=[C:14]([CH:17]=[CH:18][C:19]=2[N+:20]([O-])=O)[C:15]#[N:16])[N:8]=[C:7]2[C:3]=1[NH:4][C:5](=[O:29])[N:6]2[CH:23]1[CH2:28][CH2:27][O:26][CH2:25][CH2:24]1.[S]>C(OCC)(=O)C>[NH2:20][C:19]1[CH:18]=[CH:17][C:14]([C:15]#[N:16])=[CH:13][C:12]=1[NH:11][C:9]1[N:8]=[C:7]2[C:3]([NH:4][C:5](=[O:29])[N:6]2[CH:23]2[CH2:24][CH2:25][O:26][CH2:27][CH2:28]2)=[C:2]([Cl:1])[N:10]=1 |^3:29|. Reported procedure: Pale yellow solid. 86% yield on 0.49 mmol scale. In a typical procedure, to 3-(6-chloro-8-oxo-9-(tetrahydro-2H-pyran-4-yl)-8,9-dihydro-7H-purin-2-ylamino)-4-nitrobenzonitrile (0.49 mmol) was added ethyl acetate (20 mL) and Pt catalyst, 0.5% sulfur (Alfa Aesar) (95.5 mg 5% on activated carbon, 4.8 mg, 0.025 mmol, 0.05 equiv.) with stirring at room temperature under hydrogen (1 atm) for 18 h (HPLC monitoring). Filtration of the reaction mixture over a small plug of celite, thorough washing with et...